Task: describe an organic reaction: reactants, conditions, products, and yield. Dataset: the Open Reaction Database (ORD), a public repository of structured organic reaction records The reactants are O1CCCC1 (tetrahydrofuran), CC=1NC(=C(C(C1C(=O)OCC)C1=CC(=CC=C1)[N+](=O)[O-])C(=O)OCC)C (diethyl 2,6-dimethyl-4-(3-nitrophenyl)-1,4-dihydropyridine-3,5-dicarboxylate), solution, oil, [H-].[Na+] (sodium hydride), product, ClCOCC=C (3-chloromethoxy-1-propene). The solvent is C(C)(=O)O (acetic acid). Conditions: temperature -10 celsius, time 20 minute. Product: C(C=C)OCN1C(=C(C(C(=C1C)C(=O)OCC)C1=CC(=CC=C1)[N+](=O)[O-])C(=O)OCC)C (diethyl 1-allyloxymethyl-2,6-dimethyl-4-(3-nitrophenyl)-1,4-dihydropyridine-3,5-dicarboxylate). As a reaction SMILES: [O:1]1[CH2:5][CH2:4][CH2:3][CH2:2]1.[CH3:6][C:7]1[NH:8][C:9]([CH3:32])=[C:10]([C:27]([O:29][CH2:30][CH3:31])=[O:28])[CH:11]([C:18]2[CH:23]=[CH:22][CH:21]=[C:20]([N+:24]([O-:26])=[O:25])[CH:19]=2)[C:12]=1[C:13]([O:15][CH2:16][CH3:17])=[O:14].[H-].[Na+].ClCOCC=C>C(O)(=O)C>[CH2:2]([O:1][CH2:5][N:8]1[C:9]([CH3:32])=[C:10]([C:27]([O:29][CH2:30][CH3:31])=[O:28])[CH:11]([C:18]2[CH:23]=[CH:22][CH:21]=[C:20]([N+:24]([O-:26])=[O:25])[CH:19]=2)[C:12]([C:13]([O:15][CH2:16][CH3:17])=[O:14])=[C:7]1[CH3:6])[CH:3]=[CH2:4] |f:2.3|. Procedure: In 10 ml. of tetrahydrofuran was dissolved 1.0 g. of diethyl 2,6-dimethyl-4-(3-nitrophenyl)-1,4-dihydropyridine-3,5-dicarboxylate and after adding to the solution 0.2 g. of a 50% oil dispersion of sodium hydride, the mixture was stirred for 30 minutes at room temperature. After cooling the mixture to -10° C., 0.5 ml. of 3-chloromethoxy-1-propene was added thereto, the temperature was elevated to room temperature over a period of about 20 minutes, and then after 15 minutes the mixture was cooled ...